From a dataset of the Open Reaction Database (ORD), a public repository of structured organic reaction records. describe an organic reaction: reactants, conditions, products, and yield Reactants: CN1CCN(CC1)CC=1C=C(C(=O)NC=2C=C(C=CC2C)NC(=O)C2=NC(=CC=C2)Cl)C=CC1 (N-{3-[3-(4-methylpiperazin-1-ylmethyl)benzamido]-4-methylphenyl}-6-chloropyridine-2-carboxamide), N1CCOCC1 (morpholine), resultant solution. Solvent: O (water). Conditions: temperature 110 celsius. The product is CN1CCN(CC1)CC=1C=C(C(=O)NC=2C=C(C=CC2C)NC(=O)C2=NC(=CC=C2)N2CCOCC2)C=CC1 (N-{3-[3-(4-methylpiperazin-1-ylmethyl)benzamido]-4-methylphenyl}-6-morpholinopyridine-2-carboxamide). As a reaction SMILES: [CH3:1][N:2]1[CH2:7][CH2:6][N:5]([CH2:8][C:9]2[CH:10]=[C:11]([CH:32]=[CH:33][CH:34]=2)[C:12]([NH:14][C:15]2[CH:16]=[C:17]([NH:22][C:23]([C:25]3[CH:30]=[CH:29][CH:28]=[C:27](Cl)[N:26]=3)=[O:24])[CH:18]=[CH:19][C:20]=2[CH3:21])=[O:13])[CH2:4][CH2:3]1.[NH:35]1[CH2:40][CH2:39][O:38][CH2:37][CH2:36]1>O>[CH3:1][N:2]1[CH2:7][CH2:6][N:5]([CH2:8][C:9]2[CH:10]=[C:11]([CH:32]=[CH:33][CH:34]=2)[C:12]([NH:14][C:15]2[CH:16]=[C:17]([NH:22][C:23]([C:25]3[CH:30]=[CH:29][CH:28]=[C:27]([N:35]4[CH2:40][CH2:39][O:38][CH2:37][CH2:36]4)[N:26]=3)=[O:24])[CH:18]=[CH:19][C:20]=2[CH3:21])=[O:13])[CH2:4][CH2:3]1. Procedure: A mixture of N-{3-[3-(4-methylpiperazin-1-ylmethyl)benzamido]-4-methylphenyl}-6-chloropyridine-2-carboxamide (0.2 g) and morpholine (3 ml) was stirred and heated to 110° C. for 16 hours. The resultant solution was cooled to ambient temperature and poured into water and extracted with methylene chloride. The organic phase was evaporated and the residue was purified by reversed-phase column chromatography on a C18 isolute column eluting initially with water and then with a 5:1 mixture of water and...